From a dataset of the Open Reaction Database (ORD), a public repository of structured organic reaction records. describe an organic reaction: reactants, conditions, products, and yield The reactants are CCO, O, O=[Pt], COc1cc2c(cc1C)CC=C2c1cnc[nH]1. Yields the product COc1cc2c(cc1C)CCC2c1cnc[nH]1. RXN SMILES: [CH3:18][CH2:19][OH:20].[OH2:21].[Pt:22]=[O:23].[nH:1]1[cH:2][n:3][cH:4][c:5]1[C:6]1=[CH:7][CH2:8][c:9]2[cH:10][c:11]([CH3:17])[c:12]([O:15][CH3:16])[cH:13][c:14]21>>[nH:1]1[cH:2][n:3][cH:4][c:5]1[CH:6]1[CH2:7][CH2:8][c:9]2[cH:10][c:11]([CH3:17])[c:12]([O:15][CH3:16])[cH:13][c:14]21. Reactants: CO, [Cl-], [Na+], [Na+], [OH-], OO, CC(=O)C(=Cc1ccncc1)c1ccccc1. The product is CC(=O)C1(c2ccccc2)OC1c1ccncc1. RXN SMILES: [CH3:24][OH:25].[Cl-:23].[Na+:19].[Na+:22].[OH-:18].[OH:20][OH:21].[c:1]1([C:7]([C:8]([CH3:9])=[O:10])=[CH:11][c:12]2[cH:13][cH:14][n:15][cH:16][cH:17]2)[cH:2][cH:3][cH:4][cH:5][cH:6]1>>[c:1]1([C:7]2([C:8]([CH3:9])=[O:10])[CH:11]([c:12]3[cH:13][cH:14][n:15][cH:16][cH:17]3)[O:18]2)[cH:2][cH:3][cH:4][cH:5][cH:6]1. Starting materials: CC([C@@H](C(=O)O)NC(=O)N1N=C(C=2CN(CCC21)C)C2=C(C=C(C(=C2)F)F)F)(C)C ((S)-3,3-dimethyl-2-(5-methyl-3-(2,4,5-trifluorophenyl)-4,5,6,7-tetrahydro-1H-pyrazolo[4,3-c]pyridine-1-carboxamido)butanoic acid), FC1=C(C(=O)Cl)C=C(C=C1)F (2,5-difluoro-benzoyl chloride), intermediate 19. Yields the product FC1=C(C=C(C=C1)F)C1=NN(C2=C1CN(CC2)C)C(=O)N[C@H](C(=O)O)C(C)(C)C ((S)-2-(3-(2,5-difluorophenyl)-5-methyl-4,5,6,7-tetrahydro-1H-pyrazolo[4,3-c]pyridine-1-carboxamido)-3,3-dimethylbutanoic acid). As a reaction SMILES: [CH3:1][C:2]([CH3:30])([CH3:29])[C@H:3]([NH:7][C:8]([N:10]1[C:18]2[CH2:17][CH2:16][N:15]([CH3:19])[CH2:14][C:13]=2[C:12]([C:20]2[CH:25]=[C:24]([F:26])[C:23](F)=[CH:22][C:21]=2[F:28])=[N:11]1)=[O:9])[C:4]([OH:6])=[O:5].FC1C=CC(F)=CC=1C(Cl)=O>>[F:28][C:21]1[CH:22]=[CH:23][C:24]([F:26])=[CH:25][C:20]=1[C:12]1[C:13]2[CH2:14][N:15]([CH3:19])[CH2:16][CH2:17][C:18]=2[N:10]([C:8]([NH:7][C@@H:3]([C:2]([CH3:30])([CH3:29])[CH3:1])[C:4]([OH:6])=[O:5])=[O:9])[N:11]=1. Procedure: Compound 81 was prepared according to the procedure described for the synthesis of compound 71 by replacing 2,4,5-trifluorobenzoyl chloride with 2,5-difluoro-benzoyl chloride in the synthesis of intermediate 19. LCMS (+ESI) m/z=407.2 [M+H]+. Starting materials: O=C([O-])[O-], CC(C)=O, O=S(=O)(OCC(F)(F)C(F)(F)F)C(F)(F)F, [K+], [K+], O=C(c1cc([N+](=O)[O-])ccc1O)N1CCN(c2ccc(C(F)(F)F)cc2)CC1. Product: O=C(c1cc([N+](=O)[O-])ccc1OCC(F)(F)C(F)(F)F)N1CCN(c2ccc(C(F)(F)F)cc2)CC1. RXN SMILES: [C:29](=[O:30])([O-:31])[O-:32].[CH3:51][C:52](=[O:53])[CH3:54].[F:35][C:36]([F:37])([F:38])[S:39]([O:40][CH2:41][C:42]([C:43]([F:44])([F:45])[F:46])([F:47])[F:48])(=[O:49])=[O:50].[K+:33].[K+:34].[OH:1][c:2]1[c:3]([C:11](=[O:12])[N:13]2[CH2:14][CH2:15][N:16]([c:19]3[cH:20][cH:21][c:22]([C:25]([F:26])([F:27])[F:28])[cH:23][cH:24]3)[CH2:17][CH2:18]2)[cH:4][c:5]([N+:8](=[O:9])[O-:10])[cH:6][cH:7]1>>[O:1]([c:2]1[c:3]([C:11](=[O:12])[N:13]2[CH2:14][CH2:15][N:16]([c:19]3[cH:20][cH:21][c:22]([C:25]([F:26])([F:27])[F:28])[cH:23][cH:24]3)[CH2:17][CH2:18]2)[cH:4][c:5]([N+:8](=[O:9])[O-:10])[cH:6][cH:7]1)[CH2:41][C:42]([C:43]([F:44])([F:45])[F:46])([F:47])[F:48]. The solvent is ClCCl (dichloromethane). Reactants: C1(CC1)C=1N=CC(=NC1)O[C@@H]1C[C@@H]2N(CCNC2)C1 ((7R,8aS)-7-[(5-cyclopropylpyrazin-2-yl)oxy]octahydropyrrolo[1,2-a]-pyrazine), FC(C1=CC(=NC=C1)C(=O)O)(F)F (4-(trifluoromethyl)picolinic acid), Cl.C(C)N=C=NCCCN(C)C (1-ethyl-3-(3-dimethylaminopropyl)carbodiimide hydrochloride), O.ON1N=NC2=C1C=CC=C2 (1-hydroxybenzotriazole hydrate), CCN(C(C)C)C(C)C (Hunig's base). Reported procedure: To a mixture of the product from Example 54F (30 mg, 0.115 mmol) and 4-(trifluoromethyl)picolinic acid (26.4 mg, 0.138 mmol) in dichloromethane (1 mL) was added 1-ethyl-3-(3-dimethylaminopropyl)carbodiimide hydrochloride (33.1 mg, 0.173 mmol) followed by 1-hydroxybenzotriazole hydrate (26.5 mg, 0.173 mmol) and Hunig's base (0.040 mL, 0.230 mmol). The resulting solution was stirred at ambient temperature for 90 minutes. The mixture was partitioned between water (1 mL) and dichloromethane (3×1 mL)... Product: C1(CC1)C=1N=CC(=NC1)O[C@@H]1C[C@@H]2N(CCN(C2)C(=O)C2=NC=CC(=C2)C(F)(F)F)C1 ([(7R,8aS)-7-[(5-cyclopropylpyrazin-2-yl)oxy]hexahydropyrrolo[1,2-a]-pyrazin-2(1H)-yl][4-(trifluoromethyl)pyridin-2-yl]methanone), FC(C(=O)O)(F)F (trifluoroacetic acid). As a reaction SMILES: [CH:1]1([C:4]2[N:5]=[CH:6][C:7]([O:10][C@H:11]3[CH2:19][N:14]4[CH2:15][CH2:16][NH:17][CH2:18][C@@H:13]4[CH2:12]3)=[N:8][CH:9]=2)[CH2:3][CH2:2]1.[F:20][C:21]([F:32])([F:31])[C:22]1[CH:27]=[CH:26][N:25]=[C:24]([C:28](O)=[O:29])[CH:23]=1.Cl.C(N=C=NCCCN(C)C)C.[OH2:45].[OH:46]N1C2C=CC=CC=2N=N1.CCN(C(C)C)C(C)C>ClCCl>[CH:1]1([C:4]2[N:5]=[CH:6][C:7]([O:10][C@H:11]3[CH2:19][N:14]4[CH2:15][CH2:16][N:17]([C:28]([C:24]5[CH:23]=[C:22]([C:21]([F:32])([F:20])[F:31])[CH:27]=[CH:26][N:25]=5)=[O:29])[CH2:18][C@@H:13]4[CH2:12]3)=[N:8][CH:9]=2)[CH2:3][CH2:2]1.[F:20][C:21]([F:32])([F:31])[C:22]([OH:46])=[O:45] |f:2.3,4.5|. Run at time 90 minute.